From a dataset of the Open Reaction Database (ORD), a public repository of structured organic reaction records. describe an organic reaction: reactants, conditions, products, and yield Reactants: Br, Br, CCC1(c2ccc(CC(C)C)cc2)OC(C(=O)OC)C(C(=O)OC)O1, ClCCCl. Product: COC(=O)C1OC(c2ccc(CC(C)C)cc2)(C(C)Br)OC1C(=O)OC. Reaction SMILES: [Br:27].[BrH:26].[CH3:1][O:2][C:3](=[O:4])[CH:5]1[O:6][C:7]([c:14]2[cH:15][cH:16][c:17]([CH2:20][CH:21]([CH3:22])[CH3:23])[cH:18][cH:19]2)([CH2:24][CH3:25])[O:8][CH:9]1[C:10](=[O:11])[O:12][CH3:13].[Cl:28][CH2:29][CH2:30][Cl:31]>>[CH3:1][O:2][C:3](=[O:4])[CH:5]1[O:6][C:7]([c:14]2[cH:15][cH:16][c:17]([CH2:20][CH:21]([CH3:22])[CH3:23])[cH:18][cH:19]2)([CH:24]([CH3:25])[Br:26])[O:8][CH:9]1[C:10](=[O:11])[O:12][CH3:13].